From a dataset of the Open Reaction Database (ORD), a public repository of structured organic reaction records. describe an organic reaction: reactants, conditions, products, and yield Reactants: [Cl-].C1(CC1)C[NH2+]CCCl (N-cyclopropylmethyl-N-(2-chloroethyl)ammonium chloride), ClC1=C(C=CC=C1Cl)N=C=S (2,3-dichlorophenyl isothiocyanate). The product is ClC1=C(C=CC=C1Cl)N=C1SCCN1CC1CC1 (2-(2,3-dichlorophenylimino)-3-(cyclopropylmethyl)-1,3-thiazolidine). As a reaction SMILES: [Cl-].[CH:2]1([CH2:5][NH2+:6][CH2:7][CH2:8]Cl)[CH2:4][CH2:3]1.[Cl:10][C:11]1[C:16]([Cl:17])=[CH:15][CH:14]=[CH:13][C:12]=1[N:18]=[C:19]=[S:20]>>[Cl:10][C:11]1[C:16]([Cl:17])=[CH:15][CH:14]=[CH:13][C:12]=1[N:18]=[C:19]1[N:6]([CH2:5][CH:2]2[CH2:3][CH2:4]2)[CH2:7][CH2:8][S:20]1 |f:0.1|. Procedure details: 2-Hydroxyethylamine was reacted with cyclopropylmethyl bromide according to Method B2a to give N-cyclopropylmethyl-N-(2-hydroxyethyl)amine. The alcohol was reacted with SOCl2 according to Method B7c to give N-cyclopropylmethyl-N-(2-chloroethyl)ammonium chloride. The chloroethylamine was reacted with 2,3-dichlorophenyl isothiocyanate to give 2-(2,3-dichlorophenylimino)-3-(cyclopropylmethyl)-1,3-thiazolidine. The reactants are CCOC(=O)c1c(Cl)cc(-c2c(CC)cccc2CC)nc1C, C[S-], [Na+], CN(C)C=O, O. Product: CCOC(=O)c1c(SC)cc(-c2c(CC)cccc2CC)nc1C. RXN SMILES: [CH2:1]([CH3:2])[O:3][C:4]([c:5]1[c:6]([CH3:22])[n:7][c:8](-[c:12]2[c:13]([CH2:20][CH3:21])[cH:14][cH:15][cH:16][c:17]2[CH2:18][CH3:19])[cH:9][c:10]1[Cl:11])=[O:23].[CH3:24][S-:25].[Na+:26].[O:28]=[CH:29][N:30]([CH3:31])[CH3:32].[OH2:27]>>[CH2:1]([CH3:2])[O:3][C:4]([c:5]1[c:6]([CH3:22])[n:7][c:8](-[c:12]2[c:13]([CH2:20][CH3:21])[cH:14][cH:15][cH:16][c:17]2[CH2:18][CH3:19])[cH:9][c:10]1[S:25][CH3:24])=[O:23]. Starting materials: FC1=CC=C(C=C1)NC(=O)N1C(CC2=CC=CC=C12)=O (N-(4-fluorophenyl)-2-oxindole-1-carboxamide), C(C)(=O)OC(C)=O (acetic anhydride), ice water, Cl (hydrochloric acid). The reagents and catalysts are CN(C)C1=CC=NC=C1 (4-(N,N-dimethylamino)pyridine). Solvent: CN(C=O)C (N,N-dimethylformamide), CN(C=O)C (N,N-dimethylformamide). Run at time 1 hour. Yields the product FC1=CC=C(C=C1)NC(=O)N1C(C(C2=CC=CC=C12)C(C)=O)=O (N-(4-Fluorophenyl)-3-acetyl-2-oxindole-1-carboxamide). The yield is 64.0%. RXN SMILES: [F:1][C:2]1[CH:7]=[CH:6][C:5]([NH:8][C:9]([N:11]2[C:19]3[C:14](=[CH:15][CH:16]=[CH:17][CH:18]=3)[CH2:13][C:12]2=[O:20])=[O:10])=[CH:4][CH:3]=1.[C:21](OC(=O)C)(=[O:23])[CH3:22].Cl>CN(C)C=O.CN(C1C=CN=CC=1)C>[F:1][C:2]1[CH:3]=[CH:4][C:5]([NH:8][C:9]([N:11]2[C:19]3[C:14](=[CH:15][CH:16]=[CH:17][CH:18]=3)[CH:13]([C:21](=[O:23])[CH3:22])[C:12]2=[O:20])=[O:10])=[CH:6][CH:7]=1. Reported procedure: To a stirred slurry of 811 mg (3.0 mmole) of N-(4-fluorophenyl)-2-oxindole-1-carboxamide in 4 ml of N,N-dimethylformamide was added 806 mg (6.6 mmole) of 4-(N,N-dimethylamino)pyridine. Stirring was continued for a few minutes, and then the slurry was cooled in an ice-bath and a solution of 337 mg (3.3 mmole) of acetic anhydride in 2 ml of N,N-dimethylformamide was added. Stirring was continued for 1 hour, and then the reaction mixture was poured onto a mixture of 60 ml of ice-water and 2.2 ml of... Starting materials: ClN1C(CCC1=O)=O (N-chlorosuccinimide), BrC1=CC=C(C=C1)C=1N=C(SC1)N[C@H](CO)CC ((2S)-2-{[4-(4-bromophenyl)-1,3-thiazol-2-yl]amino}butan-1-ol). Run in C(Cl)Cl (methylene chloride), C(Cl)Cl (methylene chloride). Run at time 3 hour. Product: BrC1=CC=C(C=C1)C=1N=C(SC1Cl)N[C@H](CO)CC ((2S)-2-{[4-(4-bromophenyl)-5-chloro-1,3-thiazol-2-yl]amino}butan-1-ol). Yield: 64.4%. RXN SMILES: [Cl:1]N1C(=O)CCC1=O.[Br:9][C:10]1[CH:15]=[CH:14][C:13]([C:16]2[N:17]=[C:18]([NH:21][C@@H:22]([CH2:25][CH3:26])[CH2:23][OH:24])[S:19][CH:20]=2)=[CH:12][CH:11]=1>C(Cl)Cl>[Br:9][C:10]1[CH:11]=[CH:12][C:13]([C:16]2[N:17]=[C:18]([NH:21][C@@H:22]([CH2:25][CH3:26])[CH2:23][OH:24])[S:19][C:20]=2[Cl:1])=[CH:14][CH:15]=1. Procedure details: A solution of N-chlorosuccinimide (975.0 mg, 7.30 mmol) in 50 mL of methylene chloride was added under nitrogen at room temperature dropwise over 45 min to a solution of (2S)-2-{[4-(4-bromophenyl)-1,3-thiazol-2-yl]amino}butan-1-ol (2.1611 g, 6.60 mmol), prepared in step 1 of Example 7, in 50 mL of methylene chloride. After the addition, the reaction was stirred at room temperature for 3 h. The reaction was poured directly onto a column of silica gel (230-400 mesh). Elution of the column with 5% ... Reactants: NC=1SC(=CC1C(=O)N)C1=C(C=C(C=C1F)C(C)(C)O)F (2-amino-5-[2,6-difluoro-4-(1-hydroxy-1-methylethyl)phenyl]thiophene-3-carboxamide), ClC1=CC=C(C(=N1)C)C=1N=NNC1 (6-Chloro-2-methyl-3-(1H-1,2,3-triazol-4-yl)pyridine). The product is FC1=C(C(=CC(=C1)C(C)(C)O)F)C1=CC(=C(S1)NC1=NC(=C(C=C1)C=1N=NNC1)C)C(=O)N (5-[2,6-Difluoro-4-(1-hydroxy-1-methylethyl)phenyl]-2-{[6-methyl-5-(1H-1,2,3-triazol-4-yl)pyridin-2-yl]amino}thiophene-3-carboxamide). RXN SMILES: [NH2:1][C:2]1[S:3][C:4]([C:10]2[C:15]([F:16])=[CH:14][C:13]([C:17]([OH:20])([CH3:19])[CH3:18])=[CH:12][C:11]=2[F:21])=[CH:5][C:6]=1[C:7]([NH2:9])=[O:8].Cl[C:23]1[N:28]=[C:27]([CH3:29])[C:26]([C:30]2[N:31]=[N:32][NH:33][CH:34]=2)=[CH:25][CH:24]=1>>[F:16][C:15]1[CH:14]=[C:13]([C:17]([OH:20])([CH3:18])[CH3:19])[CH:12]=[C:11]([F:21])[C:10]=1[C:4]1[S:3][C:2]([NH:1][C:23]2[CH:24]=[CH:25][C:26]([C:30]3[N:31]=[N:32][NH:33][CH:34]=3)=[C:27]([CH3:29])[N:28]=2)=[C:6]([C:7]([NH2:9])=[O:8])[CH:5]=1. Reported procedure: The title compound was prepared as described in Example 1 using 2-amino-5-[2,6-difluoro-4-(1-hydroxy-1-methylethyl)phenyl]thiophene-3-carboxamide (60 mg, 0.19 mmol) and 6-chloro-2-methyl-3-(1H-1,2,3-triazol-4-yl)pyridine (Example 433, Step 3) (59 mg, 0.19 mmol) as starting materials. Reaction SMILES: [CH3:1][O:2][CH2:3][CH:4]1CCCC[N:5]1[C:10]1[N:15]=[CH:14][N:13]=[C:12]([NH:16][C:17]2[CH:18]=[C:19]([CH2:23][S:24]([NH2:27])(=[O:26])=[O:25])[CH:20]=[CH:21][CH:22]=2)[N:11]=1.ClC1N=CN=C(N[C:36]2[CH:37]=[C:38](CS(N)(=O)=O)[CH:39]=[CH:40][CH:41]=2)N=1.ClC1N=CN=C(N[C:55]2[CH:56]=C(CCS(N)(=O)=O)C=C[CH:60]=2)N=1>>[CH2:1]([O:2][CH2:3][C@H:4]1[CH2:56][CH2:55][CH2:60][N:5]1[C:10]1[N:15]=[CH:14][N:13]=[C:12]([NH:16][C:17]2[CH:18]=[C:19]([CH2:23][S:24]([NH2:27])(=[O:25])=[O:26])[CH:20]=[CH:21][CH:22]=2)[N:11]=1)[C:41]1[CH:36]=[CH:37][CH:38]=[CH:39][CH:40]=1. Reactants: COCC1N(CCCC1)C1=NC(=NC=N1)NC=1C=C(C=CC1)CS(=O)(=O)N (rac-3-[(4-(2-Methoxymethylpiperidin-1-yl)-1,3,5-triazin-2-yl)amino]-benzenemethanesulfonamide), ClC1=NC(=NC=N1)NC=1C=C(C=CC1)CS(=O)(=O)N (3-[(4-Chloro-1,3,5-triazin-2-yl)amino]benzenemethanesulfonamide), ClC1=NC(=NC=N1)NC=1C=C(C=CC1)CCS(=O)(=O)N (2-[3-((4-Chloro-1,3,5-triazin-2-yl)amino)phenyl]ethanesulfonamide). Yields the product C(C1=CC=CC=C1)OC[C@@H]1N(CCC1)C1=NC(=NC=N1)NC=1C=C(C=CC1)CS(=O)(=O)N ((R)-3-[(4-(2-(Benzyloxymethyl)pyrrolidin-1-yl)-1,3,5-triazin-2-yl)amino]benzenemethanesulfonamide). Reported procedure: B30 was prepared following the procedure reported for B4 using A1 and A4 and obtained as a white powder; yield: 270 mg (66%). 1H NMR (300 MHz, d6-DMSO, 300K) δ 1.82-2.08 (m, 4H), 3.42-3.78 (m, 4H), 4.20 (2 s, 2H), 4.24-4.39 (m, 1H), 4.39-4.58 (m, 2H), 6.85 (bs, 2H), 6.93-7.02 (m, 1H), 7.18-7.39 (m, 6H), 7.67-7.77 (m, 1H), 7.73 and 7.88 (2bs, 1H), 8.21 (2 s, 1H), 9.67 (s, 1H). MS (ES) C22H26N6O3S requires: 454. found: 455 (M+H)+. Reaction conditions: temperature -78 celsius, time 10 minute. Starting materials: N1C=CC2=CC(=CC=C12)OCC(=O)OCC (ethyl 5-indolyloxyacetate), C(CCC)[Li] (n-Butyl-lithium), Cl (hydrochloric acid), solution, CP(OC)(OC)=O (dimethyl methylphosphonate). Solvent: O1CCCC1 (tetrahydrofuran), CCCCCC (hexane), O1CCCC1 (tetrahydrofuran). Procedure details: n-Butyl-lithium (21.8ml. of a 2.92M solution in hexane) was added to a solution of dimethyl methylphosphonate (6.2g.) in dry tetrahydrofuran (50ml.) at -78°C. in an atmosphere of argon. After 10 minutes, a solution of ethyl 5-indolyloxyacetate (5.5g.) in dry tetrahydrofuran (50ml.) was added dropwise, and the mixture was stirred for 2 hours at -78°C. The reaction mixture was poured into 2N hydrochloric acid and stirred vigorously for 5 minutes, then the solvents were evaporated under reduced pre... RXN SMILES: C([Li])CCC.[CH3:6][P:7](=[O:12])([O:10][CH3:11])[O:8][CH3:9].[NH:13]1[C:21]2[C:16](=[CH:17][C:18]([O:22][CH2:23][C:24](OCC)=[O:25])=[CH:19][CH:20]=2)[CH:15]=[CH:14]1.Cl>CCCCCC.O1CCCC1>[O:25]=[C:24]([CH2:23][O:22][C:18]1[CH:17]=[C:16]2[C:21](=[CH:20][CH:19]=1)[NH:13][CH:14]=[CH:15]2)[CH2:6][P:7](=[O:12])([O:10][CH3:11])[O:8][CH3:9]. Yields the product O=C(CP(OC)(OC)=O)COC=1C=C2C=CNC2=CC1 (dimethyl [2-oxo-3-(indol-5yloxy)propyl]phosphonate). Reactants: IC1=NN(C=2C1=NC=CC2)C(C2=CC=CC=C2)(C2=CC=CC=C2)C2=CC=CC=C2 (3-Iodo-1-trityl-1H-pyrazolo[4,3-b]pyridine), C1=C(C=CC2=CC=CC=C12)B(O)O (2-naphthalene boronic acid). Yields the product C1=C(C=CC2=CC=CC=C12)C1=NN(C=2C1=NC=CC2)C(C2=CC=CC=C2)(C2=CC=CC=C2)C2=CC=CC=C2 (3-(Naphthalen-2-yl)-1-trityl-1H-pyrazolo[4,3-b]pyridine). Yield: 28.7%. As a reaction SMILES: I[C:2]1[C:6]2=[N:7][CH:8]=[CH:9][CH:10]=[C:5]2[N:4]([C:11]([C:24]2[CH:29]=[CH:28][CH:27]=[CH:26][CH:25]=2)([C:18]2[CH:23]=[CH:22][CH:21]=[CH:20][CH:19]=2)[C:12]2[CH:17]=[CH:16][CH:15]=[CH:14][CH:13]=2)[N:3]=1.[CH:30]1[C:39]2[C:34](=[CH:35][CH:36]=[CH:37][CH:38]=2)[CH:33]=[CH:32][C:31]=1B(O)O>>[CH:38]1[C:39]2[C:34](=[CH:33][CH:32]=[CH:31][CH:30]=2)[CH:35]=[CH:36][C:37]=1[C:2]1[C:6]2=[N:7][CH:8]=[CH:9][CH:10]=[C:5]2[N:4]([C:11]([C:24]2[CH:29]=[CH:28][CH:27]=[CH:26][CH:25]=2)([C:18]2[CH:23]=[CH:22][CH:21]=[CH:20][CH:19]=2)[C:12]2[CH:17]=[CH:16][CH:15]=[CH:14][CH:13]=2)[N:3]=1. Procedure details: By treating 731 mg of 3-iodo-1-trityl-1H-pyrazolo[4,3-b]pyridine obtained by Example 418 and 340 mg of 2-naphthalene boronic acid in the manner as described in Production example 194, 210 mg of the title compound was obtained as a colorless powder. Starting materials: C1(O)=CC(O)=CC=C1.C1(=CC=CC=C1)O (resorcinol phenol), C=O (formaldehyde), C=O (formaldehyde). Yields the product C1(O)=CC(O)=CC=C1.C=O.C1(=CC=CC=C1)O (resorcinol phenol-formaldehyde). Reaction SMILES: [C:1]1([CH:8]=[CH:7][CH:6]=[C:4]([OH:5])[CH:3]=1)[OH:2].[C:9]1([OH:15])[CH:14]=[CH:13][CH:12]=[CH:11][CH:10]=1.C=O>>[C:1]1([CH:8]=[CH:7][CH:6]=[C:4]([OH:5])[CH:3]=1)[OH:2].[CH2:9]=[O:15].[C:9]1([OH:15])[CH:14]=[CH:13][CH:12]=[CH:11][CH:10]=1 |f:0.1,3.4.5|. Procedure details: A resorcinol-phenol-formaldehyde gluing system was prepared according to conventional technology by stirring 100 parts by weight of a resorcinol-phenol mixture and 20 parts by weight of an aqueous formaldehyde solution containing 40 percent by weight of formaldehyde. After said stirring the glue was applied to a surface in an amount of 400 g/m2. The formaldehyde (HCHO) concentration above said surface was analysed by sucking air through a filter impregnated with dinitrophenylhydrazine, leaching ... Starting materials: C(C)(=O)OCC (Ethyl acetate), C(C)OCCOC=1C(=NC=CC1)C (3-(2-ethoxyethoxy)-2-methylpyridine), [Se](=O)=O (selenium dioxide), [Se](=O)=O (selenium dioxide). Solvent: O1CCOCC1 (1,4-dioxane). Run at temperature 75 celsius. Yields the product C(C)OCCOC=1C(=NC=CC1)C=O (3-(2-Ethoxyethoxy)pyridine-2-carbaldehyde). Yield: 38.6%. As a reaction SMILES: [CH2:1]([O:3][CH2:4][CH2:5][O:6][C:7]1[C:8]([CH3:13])=[N:9][CH:10]=[CH:11][CH:12]=1)[CH3:2].[Se](=O)=[O:15].C(OCC)(=O)C>O1CCOCC1>[CH2:1]([O:3][CH2:4][CH2:5][O:6][C:7]1[C:8]([CH:13]=[O:15])=[N:9][CH:10]=[CH:11][CH:12]=1)[CH3:2]. Reported procedure: A mixture of 3-(2-ethoxyethoxy)-2-methylpyridine (0.506 g, 2.79 mmol) and selenium dioxide (0.31 g, 2.79 mmol) in 1,4-dioxane (10 mL) was heated at 75° C. overnight. After cooling to r.t., the mixture was filtered and the solids were washed with ethyl acetate. The solvent was removed in vacuo. The reaction was not complete and the solid was dissolved in 1,4 dioxane (15 mL) and selenium dioxide (0.31 g, 2.79 mmol) was added. The mixture was heated at 110° C. overnight. Ethyl acetate (10 mL) was a...